The task is: describe an organic reaction: reactants, conditions, products, and yield. This data is from the Open Reaction Database (ORD), a public repository of structured organic reaction records. Starting materials: O=C1Cc2ccc(Br)cc2N1, Cc1cc(C(C)(C)C)c(O)c(C(C)(C)C)c1, CC#N, CCOCC, C=C[Sn](CCCC)(CCCC)CCCC, [Cl-], [F-], [K+], [Li+], Cl[Pd]Cl, c1ccc(P(c2ccccc2)c2ccccc2)cc1, c1ccc(P(c2ccccc2)c2ccccc2)cc1. Yields the product C=Cc1ccc2c(c1)NC(=O)C2. RXN SMILES: [Br:1][c:2]1[cH:3][cH:4][c:5]2[c:9]([cH:10]1)[NH:8][C:7](=[O:11])[CH2:6]2.[CH3:29][c:30]1[cH:31][c:32]([C:33]([CH3:34])([CH3:35])[CH3:36])[c:37]([OH:38])[c:39]([C:40]([CH3:41])([CH3:42])[CH3:43])[cH:44]1.[CH3:47][C:48]#[N:49].[CH3:91][CH2:92][O:93][CH2:94][CH3:95].[CH:12](=[CH2:13])[Sn:14]([CH2:15][CH2:16][CH2:17][CH3:18])([CH2:19][CH2:20][CH2:21][CH3:22])[CH2:23][CH2:24][CH2:25][CH3:26].[Cl-:28].[F-:45].[K+:46].[Li+:27].[Pd:50]([Cl:51])[Cl:52].[c:53]1([P:54]([c:55]2[cH:56][cH:57][cH:58][cH:59][cH:60]2)[c:61]2[cH:62][cH:63][cH:64][cH:65][cH:66]2)[cH:67][cH:68][cH:69][cH:70][cH:71]1.[c:72]1([P:73]([c:74]2[cH:75][cH:76][cH:77][cH:78][cH:79]2)[c:80]2[cH:81][cH:82][cH:83][cH:84][cH:85]2)[cH:86][cH:87][cH:88][cH:89][cH:90]1>>[c:2]1([CH:12]=[CH2:13])[cH:3][cH:4][c:5]2[c:9]([cH:10]1)[NH:8][C:7](=[O:11])[CH2:6]2. Reactants: C(CS(=O)(=O)[O-])S.[Na+] (MeSNa), BrC=1C(=NC(=NC1)Cl)Cl (5-bromo-2,4-dichloropyrimidine), O (water). Run in C(C)#N (acetonitrile). Product: BrC=1C(=NC(=NC1)Cl)SC (5-Bromo-2-chloro-4-methylsulfanyl-pyrimidine). Yield: 58.6%. RXN SMILES: C(S)[CH2:2][S:3]([O-])(=O)=O.[Na+].[Br:9][C:10]1[C:11](Cl)=[N:12][C:13]([Cl:16])=[N:14][CH:15]=1.O>C(#N)C>[Br:9][C:10]1[C:11]([S:3][CH3:2])=[N:12][C:13]([Cl:16])=[N:14][CH:15]=1 |f:0.1|. Reported procedure: 2 g of MeSNa (28.5 mmol; 1 eq.) and 6.5 g of 5-bromo-2,4-dichloropyrimidine (28.5 mmol, 1 eq.) were stirred in 50 mL dry acetonitrile at rt for 24 h. Then the mixture was poured into water, extracted with DCM, dried (Na2SO4) and evaporated to dryness. The product was recrystallized from hexane to yield 4 g of Intermediate 12 (70% yield). The reactants are Br, COc1ccc(CCCCNC(C)C)cc1. Yields the product CC(C)NCCCCc1ccc(O)cc1. Reaction SMILES: [BrH:17].[CH3:1][O:2][c:3]1[cH:4][cH:5][c:6]([CH2:9][CH2:10][CH2:11][CH2:12][NH:13][CH:14]([CH3:15])[CH3:16])[cH:7][cH:8]1>>[OH:2][c:3]1[cH:4][cH:5][c:6]([CH2:9][CH2:10][CH2:11][CH2:12][NH:13][CH:14]([CH3:15])[CH3:16])[cH:7][cH:8]1. The reactants are O=C([O-])[O-], CN1CCCC1=O, O=C(c1ccc(Cl)cc1)c1ccc(O)cc1O, Cl, [K+], [K+], Sc1ccccc1. The product is O=C(c1ccc(Sc2ccccc2)cc1)c1ccc(O)cc1O. As a reaction SMILES: [C:18](=[O:19])([O-:20])[O-:21].[CH3:32][N:33]1[CH2:34][CH2:35][CH2:36][C:37]1=[O:38].[Cl:1][c:2]1[cH:3][cH:4][c:5]([C:8]([c:9]2[c:10]([OH:16])[cH:11][c:12]([OH:15])[cH:13][cH:14]2)=[O:17])[cH:6][cH:7]1.[ClH:31].[K+:22].[K+:23].[SH:24][c:25]1[cH:26][cH:27][cH:28][cH:29][cH:30]1>>[c:2]1([S:24][c:25]2[cH:26][cH:27][cH:28][cH:29][cH:30]2)[cH:3][cH:4][c:5]([C:8]([c:9]2[c:10]([OH:16])[cH:11][c:12]([OH:15])[cH:13][cH:14]2)=[O:17])[cH:6][cH:7]1. Starting materials: CS(=O)(=O)O, O, O=C(C=NO)Nc1cccc2c1CCC2. Product: O=C1Nc2c(ccc3c2CCC3)C1=O. RXN SMILES: [CH3:16][S:17]([OH:18])(=[O:19])=[O:20].[OH2:21].[OH:1][N:2]=[CH:3][C:4](=[O:5])[NH:6][c:7]1[c:8]2[c:12]([cH:13][cH:14][cH:15]1)[CH2:11][CH2:10][CH2:9]2>>[C:3]1(=[O:18])[C:4](=[O:5])[NH:6][c:7]2[c:8]3[c:12]([cH:13][cH:14][c:15]21)[CH2:11][CH2:10][CH2:9]3. Reactants: ClC=1NC2=C(N1)C=C(C(=C2)OC)OC (2-chloro 5,6-dimethoxybenzimidazole), CN(C(=O)N1CCNCC1)C (N,N-dimethyl 1-piperazine carboxamide), COC(C)O (methoxyethanol), Cl (HCl), Cl (HCl). Procedure: 3.50 g 2-chloro 5,6-dimethoxybenzimidazole, 7.50 g N,N-dimethyl 1-piperazine carboxamide [J. Org. Chem. 13 144 (1948)], 20 ml methoxyethanol was reacted as described in Example I. The product was converted to the HCl salt with HCl in isopropyl alcohol. Yield: 5.33 g mp 252°-254° C (85%) The product is Cl.CN(C(=O)N1CCN(CC1)C=1NC2=C(N1)C=C(C(=C2)OC)OC)C (N,N-Dimethyl 4-(5,6-dimethoxy-2-benzimidazolyl) piperazine-1-carboxamide hydrochloride). Run in C(C)(C)O (isopropyl alcohol). Reaction SMILES: [Cl:1][C:2]1[NH:3][C:4]2[CH:10]=[C:9]([O:11][CH3:12])[C:8]([O:13][CH3:14])=[CH:7][C:5]=2[N:6]=1.[CH3:15][N:16]([CH3:25])[C:17]([N:19]1[CH2:24][CH2:23][NH:22][CH2:21][CH2:20]1)=[O:18].COC(O)C.Cl>C(O)(C)C>[ClH:1].[CH3:15][N:16]([CH3:25])[C:17]([N:19]1[CH2:20][CH2:21][N:22]([C:2]2[NH:3][C:4]3[CH:10]=[C:9]([O:11][CH3:12])[C:8]([O:13][CH3:14])=[CH:7][C:5]=3[N:6]=2)[CH2:23][CH2:24]1)=[O:18] |f:5.6|.